Dataset: the Open Reaction Database (ORD), a public repository of structured organic reaction records. Task: describe an organic reaction: reactants, conditions, products, and yield Starting materials: N#CN, C1COCCO1, O, Cc1ccc(S(=O)(=O)O)cc1, c1ccc2[nH]nnc2c1. The product is Cc1ccc(S(=O)(=O)O)cc1, N=C(N)n1nnc2ccccc21. RXN SMILES: [NH2:10][C:11]#[N:12].[O:25]1[CH2:26][CH2:27][O:28][CH2:29][CH2:30]1.[OH2:13].[c:14]1([CH3:24])[cH:15][cH:16][c:17]([S:20](=[O:21])(=[O:22])[OH:23])[cH:18][cH:19]1.[nH:1]1[n:2][n:3][c:4]2[c:5]1[cH:6][cH:7][cH:8][cH:9]2>>[c:14]1([CH3:24])[cH:15][cH:16][c:17]([S:20](=[O:21])(=[O:22])[OH:23])[cH:18][cH:19]1.[n:1]1([C:11](=[NH:10])[NH2:12])[n:2][n:3][c:4]2[c:5]1[cH:6][cH:7][cH:8][cH:9]2.